describe an organic reaction: reactants, conditions, products, and yield From a dataset of the Open Reaction Database (ORD), a public repository of structured organic reaction records. The reactants are C(C1=CC=CC=C1)OCCOC1=CC2=C(C=N1)N\C(\N2[C@H]2CC[C@H](CC2)C(=O)OCC)=N/C(C2=CC(=CC=C2)F)=O (cis-ethyl 4-((E)-6-(2-(benzyloxy)ethoxy)-2-(3-fluorobenzoylimino)-2,3-dihydro-1H-imidazo[4,5-c]pyridin-1-yl)cyclohexanecarboxylate), Cl (HCl). The reagents and catalysts are [Pd] (Pd/C). The solvent is CCO (EtOH), CCO (EtOH). Run at time 24 hour. Product: FC=1C=C(C(=O)\N=C/2\N(C3=C(C=NC(=C3)OCCO)N2)[C@H]2CC[C@H](CC2)C(=O)OCC)C=CC1 (cis-ethyl 4-((E)-2-(3-fluorobenzoylimino)-6-(2-hydroxyethoxy)-2,3-dihydro-1H-imidazo[4,5-c]pyridin-1-yl)cyclohexanecarboxylate). Isolated yield 100.1%. RXN SMILES: C([O:8][CH2:9][CH2:10][O:11][C:12]1[N:17]=[CH:16][C:15]2[NH:18]/[C:19](=[N:32]\[C:33](=[O:41])[C:34]3[CH:39]=[CH:38][CH:37]=[C:36]([F:40])[CH:35]=3)/[N:20]([C@@H:21]3[CH2:26][CH2:25][C@H:24]([C:27]([O:29][CH2:30][CH3:31])=[O:28])[CH2:23][CH2:22]3)[C:14]=2[CH:13]=1)C1C=CC=CC=1.Cl>CCO.[Pd]>[F:40][C:36]1[CH:35]=[C:34]([CH:39]=[CH:38][CH:37]=1)[C:33](/[N:32]=[C:19]1/[N:20]([C@@H:21]2[CH2:22][CH2:23][C@H:24]([C:27]([O:29][CH2:30][CH3:31])=[O:28])[CH2:25][CH2:26]2)[C:14]2[CH:13]=[C:12]([O:11][CH2:10][CH2:9][OH:8])[N:17]=[CH:16][C:15]=2[NH:18]/1)=[O:41]. Reported procedure: A round bottom flask under nitrogen was charged with cis-ethyl 4-((E)-6-(2-(benzyloxy)ethoxy)-2-(3-fluorobenzoylimino)-2,3-dihydro-1H-imidazo[4,5-c]pyridin-1-yl)cyclohexanecarboxylate (2.5 g, 4.46 mmol), 10% Pd/C (0.712 g, 0.669 mmol), EtOH (8.92 mL), and concentrated HCl (0.372 mL, 4.46 mmol). The reaction mixture was stirred under an atmosphere of hydrogen for 24 hours. The mixture was diluted with EtOH (50 mL) and filtered through Celite® brand filter aid. The cake was washed with DCM (50 mL)... The reactants are solid, Cl.Cl.O1C=C(C=C2C1=CC=C2)C2N(CCCC2)CC[C@@H]2CC[C@H](CC2)N (trans-4-[2-(4-benzofuran-3-yl-piperidin-1-yl)-ethyl]-cyclohexylamine dihydrochloride), Cl.Cl.O1C=C(C=C2C1=CC=C2)C2N(CCCC2)CC[C@@H]2CC[C@H](CC2)N (trans-4-[2-(4-benzofuran-3-yl-piperidin-1-yl)-ethyl]-cyclohexylamine dihydrochloride), O1CC(CC1)C(=O)O ((RS)-tetrahydro-furan-3-carboxylic acid). Reaction SMILES: Cl.Cl.[O:3]1[C:8]2=[CH:9][CH:10]=[CH:11][C:7]2=[CH:6][C:5]([CH:12]2[CH2:17][CH2:16][CH2:15][CH2:14][N:13]2[CH2:18][CH2:19][C@H:20]2[CH2:25][CH2:24][C@H:23]([NH2:26])[CH2:22][CH2:21]2)=[CH:4]1.[O:27]1[CH2:31][CH2:30][CH:29]([C:32](O)=[O:33])[CH2:28]1>>[O:3]1[C:8]2=[CH:9][CH:10]=[CH:11][C:7]2=[CH:6][C:5]([CH:12]2[CH2:17][CH2:16][CH2:15][CH2:14][N:13]2[CH2:18][CH2:19][C@H:20]2[CH2:21][CH2:22][C@H:23]([NH:26][C:32]([CH:29]3[CH2:30][CH2:31][O:27][CH2:28]3)=[O:33])[CH2:24][CH2:25]2)=[CH:4]1 |f:0.1.2|. The product is O1C=C(C=C2C1=CC=C2)C2N(CCCC2)CC[C@@H]2CC[C@H](CC2)NC(=O)C2COCC2 ((RS)-Tetrahydro-furan-3-carboxylic acid trans-{4-[2-(4-benzofuran-3-yl-piperidin-1-yl)-ethyl]-cyclohexyl}-amide). Procedure: The title compound, light yellow solid (79 mg, 75%), MS (ISP) m/z=425.2 [(M+H)+], mp 183° C., was prepared in accordance with the general method of example 1 from trans-4-[2-(4-benzofuran-3-yl-piperidin-1-yl)-ethyl]-cyclohexylamine dihydrochloride (intermediate A) (100 mg, 0.25 mmol) and (RS)-tetrahydro-furan-3-carboxylic acid. The reactants are C(#N)[C@H]([C@H]([C@H](CCC1=CC=CC=C1)OCC1=CC=CC=C1)C)N ((1S,2R,3S)-1-cyano-2-methyl-3-benzyloxy-N-benzylbutylamine). Run in C(Cl)(Cl)Cl (CHCl3), C(Cl)(Cl)Cl (CHCl3). Yields the product C(#N)C([C@H]([C@H](CCC1=CC=CC=C1)OCC1=CC=CC=C1)C)N ((2R,3S)-1-cyano-2-methyl-3-benzyloxy-N-benzylbutylamine). Reaction SMILES: [C:1]([C@@H:3]([NH2:23])[C@@H:4]([CH3:22])[C@@H:5]([O:14][CH2:15][C:16]1[CH:21]=[CH:20][CH:19]=[CH:18][CH:17]=1)[CH2:6][CH2:7][C:8]1[CH:13]=[CH:12][CH:11]=[CH:10][CH:9]=1)#[N:2]>C(Cl)(Cl)Cl>[C:1]([CH:3]([NH2:23])[C@@H:4]([CH3:22])[C@@H:5]([O:14][CH2:15][C:16]1[CH:21]=[CH:20][CH:19]=[CH:18][CH:17]=1)[CH2:6][CH2:7][C:8]1[CH:9]=[CH:10][CH:11]=[CH:12][CH:13]=1)#[N:2]. Procedure: (1S,2R,3S)-1-cyano-2-methyl-3-benzyloxy-N-benzylbutylamine (1S)-(15) [α]D=−12° (c 3.6; CHCl3); IR (CHCl3) 3343, 3090, 3068, 3031, 3013, 2979, 2935, 2880, 2226, 1605, 1587, 1497, 1455, 1386, 1378, 1359, 1333, 1232 cm−1; 1H NMR (250 MHz, CDCl3) δ 7.34 to 7.22 (m, 10H); 4.59 (d, J=11.2 Hz, 1H); 4.37 (d, J=11.2 Hz, 1H); 4.04 (d, J=12.8 Hz, 1H); 3.97 (d, J=4.7 Hz, 1H); 3.79 (d, J=12.8 Hz, 1H); 3.50 (dq, J=8.8; 6.1 Hz, 1H); 2.07 to 1.93 (m, 1H); 1.62 (broad s, 1H, NH); 1.22 (d, J=6.0 Hz, 3H); 1.04 (d,... Yields the product CCCCN1CC(CO)OC(COCC(=O)N(CCC)CCC)C1. Reactants: CCCCN1CC(COCC(=O)N(CCC)CCC)OC(COCc2ccccc2)C1, CC(=O)O, ClC(Cl)Cl. RXN SMILES: [CH2:1]([CH2:2][CH2:3][CH3:4])[N:5]1[CH2:6][CH:7]([CH2:20][O:21][CH2:22][C:23](=[O:24])[N:25]([CH2:26][CH2:27][CH3:28])[CH2:29][CH2:30][CH3:31])[O:8][CH:9]([CH2:11][O:12][CH2:13][c:14]2[cH:15][cH:16][cH:17][cH:18][cH:19]2)[CH2:10]1.[CH3:32][C:33](=[O:34])[OH:35].[CH:36]([Cl:37])([Cl:38])[Cl:39]>>[CH2:1]([CH2:2][CH2:3][CH3:4])[N:5]1[CH2:6][CH:7]([CH2:20][O:21][CH2:22][C:23](=[O:24])[N:25]([CH2:26][CH2:27][CH3:28])[CH2:29][CH2:30][CH3:31])[O:8][CH:9]([CH2:11][OH:12])[CH2:10]1. Reactants: S(O)(O)=O (sulfurous acid), S(O)(O)(=O)=O (sulfuric acid), CN(C1=CC=CC=C1)C (dimethyl aniline), S(=O)=O (sulfur dioxide). Product: S(=O)(=O)(O)O.CN(C1=CC=CC=C1)C (dimethyl aniline sulfate). As a reaction SMILES: S(=O)(O)O.[CH3:5][N:6]([CH3:13])[C:7]1[CH:12]=[CH:11][CH:10]=[CH:9][CH:8]=1.S(=O)=O.[S:17](=[O:21])(=[O:20])([OH:19])[OH:18]>>[S:17]([OH:21])([OH:20])(=[O:19])=[O:18].[CH3:5][N:6]([CH3:13])[C:7]1[CH:12]=[CH:11][CH:10]=[CH:9][CH:8]=1 |f:4.5|. Procedure: The uprising effluent gas leaves the sulfurous acid scrubbing section 9 still containing a small amount of residual gaseous dimethyl aniline as well as a small amount of sulfur dioxide gas, and enters and passes upwardly within sulfuric acid scrubbing section 10, wherein the gas is bubbled through a descending current of dilute sulfuric acid aqueous solution typically of 10 percent sulfuric acid concentration which is introduced into the upper portion of sulfuric acid scrubber 10 above the upper...